This data is from the Open Reaction Database (ORD), a public repository of structured organic reaction records. The task is: describe an organic reaction: reactants, conditions, products, and yield Starting materials: CC(C)(C)[O-], Cc1ccccc1, CCC(Nc1ccc(OC)cc1)c1cnc(Cl)nc1Cl, [K+], O=C=Nc1ccccc1. The product is CCC1c2cnc(Cl)nc2N(c2ccccc2)C(=O)N1c1ccc(OC)cc1. RXN SMILES: [CH3:30][C:31]([CH3:32])([O-:33])[CH3:34].[CH3:36][c:37]1[cH:38][cH:39][cH:40][cH:41][cH:42]1.[Cl:1][c:2]1[n:3][cH:4][c:5]([CH:9]([CH2:10][CH3:11])[NH:12][c:13]2[cH:14][cH:15][c:16]([O:19][CH3:20])[cH:17][cH:18]2)[c:6]([Cl:8])[n:7]1.[K+:35].[O:21]=[C:22]=[N:23][c:24]1[cH:25][cH:26][cH:27][cH:28][cH:29]1>>[Cl:1][c:2]1[n:3][cH:4][c:5]2[c:6]([n:7]1)[N:23]([c:24]1[cH:25][cH:26][cH:27][cH:28][cH:29]1)[C:22](=[O:21])[N:12]([c:13]1[cH:14][cH:15][c:16]([O:19][CH3:20])[cH:17][cH:18]1)[CH:9]2[CH2:10][CH3:11]. Starting materials: C1CCOC1, NC1CCCC1, CCN(C(C)C)C(C)C, O=[N+]([O-])c1cnc(Cl)nc1Cl. The product is O=[N+]([O-])c1cnc(Cl)nc1NC1CCCC1. Reaction SMILES: [CH2:27]1[O:28][CH2:29][CH2:30][CH2:31]1.[CH:12]1([NH2:17])[CH2:13][CH2:14][CH2:15][CH2:16]1.[CH:18]([N:19]([CH2:20][CH3:21])[CH:22]([CH3:23])[CH3:24])([CH3:25])[CH3:26].[Cl:1][c:2]1[n:3][cH:4][c:5]([N+:9](=[O:10])[O-:11])[c:6]([Cl:8])[n:7]1>>[Cl:1][c:2]1[n:3][cH:4][c:5]([N+:9](=[O:10])[O-:11])[c:6]([NH:17][CH:12]2[CH2:13][CH2:14][CH2:15][CH2:16]2)[n:7]1. The reactants are FC(C=1C=C(OC2CN(C2)C(=O)Cl)C=CC1)(F)F (3-[3-(trifluoromethyl)phenoxy]-1-azetidinecarbonyl chloride), C([O-])([O-])=O.[K+].[K+] (potassium carbonate), ClC1=CC=C(C=C1)C1(CCNCC1)O (4-(4-chlorophenyl)-4-hydroxypiperidine). Run in O (water), O1CCCC1 (tetrahydrofuran). Conditions: time 30 minute. Yields the product ClC1=CC=C(C=C1)C1(CCN(CC1)C(=O)N1CC(C1)OC1=CC(=CC=C1)C(F)(F)F)O (4-(4-Chlorophenyl)-1-[3-[3-(trifluoromethyl)phenoxy]-1-azetidinylcarbonyl]-4-piperidinol). Isolated yield 113.4%. Reaction SMILES: [F:1][C:2]([F:18])([F:17])[C:3]1[CH:4]=[C:5]([CH:14]=[CH:15][CH:16]=1)[O:6][CH:7]1[CH2:10][N:9]([C:11](Cl)=[O:12])[CH2:8]1.C(=O)([O-])[O-].[K+].[K+].[Cl:25][C:26]1[CH:31]=[CH:30][C:29]([C:32]2([OH:38])[CH2:37][CH2:36][NH:35][CH2:34][CH2:33]2)=[CH:28][CH:27]=1>O1CCCC1.O>[Cl:25][C:26]1[CH:31]=[CH:30][C:29]([C:32]2([OH:38])[CH2:33][CH2:34][N:35]([C:11]([N:9]3[CH2:10][CH:7]([O:6][C:5]4[CH:14]=[CH:15][CH:16]=[C:3]([C:2]([F:18])([F:17])[F:1])[CH:4]=4)[CH2:8]3)=[O:12])[CH2:36][CH2:37]2)=[CH:28][CH:27]=1 |f:1.2.3|. Procedure details: A stirred mixture of 2.8 g (0.01 mole) of 3-[3-(trifluoromethyl)phenoxy]-1-azetidinecarbonyl chloride and 1.4 g (0.01 mole) of potassium carbonate in 25 ml of tetrahydrofuran was treated with 2 g (0.01 mole) of 4-(4-chlorophenyl)-4-hydroxypiperidine added in small portions. After stirring for 30 min, a few pieces of ice were added and stirring continued for 16 hr. The reaction mixture was diluted with 200 ml of water and the oil which separated was extracted into methylene chloride (2×50 ml). Th... The reactants are C(C)OC(=O)C=1C(=C2C(=NC1)NN=C2)NCCCC (4-butylamino-1H-pyrazolo[3,4-b]pyridine-5-carboxylic acid ethyl ester), [OH-].[Na+] (sodium hydroxide). The solvent is C(C)O (ethanol). The product is C(CCC)NC1=C2C(=NC=C1C(=O)O)NN=C2 (4-Butylamino-1H-pyrazolo[3,4-b]pyridine-5-carboxylic acid). As a reaction SMILES: C([O:3][C:4]([C:6]1[C:7]([NH:15][CH2:16][CH2:17][CH2:18][CH3:19])=[C:8]2[CH:14]=[N:13][NH:12][C:9]2=[N:10][CH:11]=1)=[O:5])C.[OH-].[Na+]>C(O)C>[CH2:16]([NH:15][C:7]1[C:6]([C:4]([OH:5])=[O:3])=[CH:11][N:10]=[C:9]2[NH:12][N:13]=[CH:14][C:8]=12)[CH2:17][CH2:18][CH3:19] |f:1.2|. Procedure details: 2.6 of 4-butylamino-1H-pyrazolo[3,4-b]pyridine-5-carboxylic acid ethyl ester (0.01 mol) is treated with 1.1 g of sodium hydroxide in 30 ml of ethanol for 20 hours at room temperature. The solvent is removed in vacuo and the residue is dissolved in 10 ml of water. On acidification with acetic acid 4-butylamino-1H-pyrazolo[3,4-b]pyridine-5-carboxylic acid solidifies and is filtered off. The product is purified by recrystallization from acetic acid, yield 1.9 g (82%), m.p. 225°. Starting materials: FC(C(C(C(F)(F)F)(F)F)(F)F)(S(=O)(=O)[O-])F.[K+] (potassium perfluorobutanesulphonate), Cl (hydrochloric acid). Solvent: CO (methanol). Yields the product yellowish residue, FC(C(C(C(F)(F)F)(F)F)(F)F)(S(=O)(=O)O)F (perfluorobutanesulphonic acid). Yield: 95.0%. Reaction SMILES: [F:1][C:2]([F:17])([S:13]([O-:16])(=[O:15])=[O:14])[C:3]([F:12])([F:11])[C:4]([F:10])([F:9])[C:5]([F:8])([F:7])[F:6].[K+].Cl>CO>[F:17][C:2]([F:1])([S:13]([OH:16])(=[O:15])=[O:14])[C:3]([F:11])([F:12])[C:4]([F:10])([F:9])[C:5]([F:8])([F:7])[F:6] |f:0.1|. Procedure details: 25 g (0.074 mol) of potassium perfluorobutanesulphonate are suspended in 63 ml of methanol. The suspension is heated to a temperature of 50° C. and at the same time hydrochloric acid gas is bubbled through for approx. 1 hour. At the end of the addition the suspension is cooled to a temperature of 0°±5° C. and the potassium chloride filtered. The solution is concentrated under vacuum so as to eliminate the solvent. 26.5 g of a yellowish residue is obtained with a titre of 79.63% equal to 21.1 g o...